This data is from the Open Reaction Database (ORD), a public repository of structured organic reaction records. The task is: describe an organic reaction: reactants, conditions, products, and yield Starting materials: [Cl-].C[N+]=1N=CN(C1)CC#N (1-methyl-4-cyanomethyl-1,2,4-triazolium chloride), Na, OC1=C(C=O)C=CC(=C1)N1N=C(C(=N1)C)C1=CC=CC=C1 (2-hydroxy-4-(4-methyl-5-phenyl-2H-1,2,3-triazol-2-yl)-benzaldehyde), C(C)(=O)O (acetic acid). The solvent is CN(C=O)C (dimethylformamide). Reaction conditions: time 24 hour. Product: [Cl-].C[N+]=1N=CN(C1)C=1C(OC2=CC(=CC=C2C1)N1N=C(C(=N1)C)C1=CC=CC=C1)=O (1-methyl-4-[7-(4-methyl-5-phenyl-2H-1,2,3-triazol-2-yl)-coumarin-3-yl]-1,2,4-triazolium chloride). Yield: 35.0%. Reaction SMILES: [Cl-:1].[CH3:2][N+:3]1[N:4]=[CH:5][N:6]([CH2:8][C:9]#N)[CH:7]=1.[OH:11][C:12]1[CH:19]=[C:18]([N:20]2[N:24]=[C:23]([CH3:25])[C:22]([C:26]3[CH:31]=[CH:30][CH:29]=[CH:28][CH:27]=3)=[N:21]2)[CH:17]=[CH:16][C:13]=1[CH:14]=O.C(O)(=[O:34])C>CN(C)C=O>[Cl-:1].[CH3:2][N+:3]1[N:4]=[CH:5][N:6]([C:8]2[C:9](=[O:34])[O:11][C:12]3[C:13]([CH:14]=2)=[CH:16][CH:17]=[C:18]([N:20]2[N:24]=[C:23]([CH3:25])[C:22]([C:26]4[CH:27]=[CH:28][CH:29]=[CH:30][CH:31]=4)=[N:21]2)[CH:19]=3)[CH:7]=1 |f:0.1,5.6|. Procedure: 3.48 g (22.0 mmols) of 1-methyl-4-cyanomethyl-1,2,4-triazolium chloride are added to 6.02 g (20.0 mmols) of the Na salt of 2-hydroxy-4-(4-methyl-5-phenyl-2H-1,2,3-triazol-2-yl)-benzaldehyde and 4.80 g (80.0 mmols) of glacial acetic acid in 20 ml of anhydrous dimethylformamide, under an N2 atmosphere, and the mixture is stirred for 24 hours at room temperature. The precipitate is filtered off under suction, washed with dimethylformamide and dried: 3.60 g (43%) of a pale yellow powder. Recrystalli... The reactants are CCCCOC(=O)C1CCC=CC1OC(C)=O, CC(C)(C)[O-], [K+], C1CCOC1, O. Product: CCCCOC(=O)C1=CC=CCC1. As a reaction SMILES: [CH2:1]([CH2:2][CH2:3][CH3:4])[O:5][C:6](=[O:7])[CH:8]1[CH:9]([O:14][C:15](=[O:16])[CH3:17])[CH:10]=[CH:11][CH2:12][CH2:13]1.[CH3:18][C:19]([CH3:20])([O-:21])[CH3:22].[K+:23].[O:25]1[CH2:26][CH2:27][CH2:28][CH2:29]1.[OH2:24]>>[CH2:1]([CH2:2][CH2:3][CH3:4])[O:5][C:6](=[O:7])[C:8]1=[CH:9][CH:10]=[CH:11][CH2:12][CH2:13]1. Starting materials: N.N[C@@H](CC1=CC=CC=C1)C(=O)O (phenylalanine ammonia), C1=CC=C(C=C1)/C=C/C(=O)O (t-cinnamic acid), N (ammonia). The product is N[C@@H](CC1=CC=CC=C1)C(=O)O (L-phenylalanine). As a reaction SMILES: N.[NH2:2][C@H:3]([C:11]([OH:13])=[O:12])[CH2:4][C:5]1[CH:10]=[CH:9][CH:8]=[CH:7][CH:6]=1.C1C=CC(/C=C/C(O)=O)=CC=1.N>>[NH2:2][C@H:3]([C:11]([OH:13])=[O:12])[CH2:4][C:5]1[CH:10]=[CH:9][CH:8]=[CH:7][CH:6]=1 |f:0.1|. Reported procedure: contacting the phenylalanine ammonia-lyase with t-cinnamic acid and ammonia under L-phenylalanine-producing conditions to form L-phenylalanine; and The reactants are C1(=CC=CC2=CC=CC=C12)NC(=O)N1C[C@H](NCC1)[C@H](C)NC1=NC=CC(=N1)N1C=NC2=C1C=CC=C2 ((S,S)-2-[1-(4-(N-Naphth-1-yl-carbamoyl)piperazine-2-yl)ethylamino]-4-[benzimidazol 1-yl ]pyrimidine), C([O-])([O-])=O.[K+].[K+] (potassium carbonate), BrCC(=O)OCC (ethyl bromoacetate). The solvent is CC(=O)C (acetone), O (water). Conditions: time 48 hour. Yields the product C(C)OC(=O)CN1[C@@H](CN(CC1)C(NC1=CC=CC2=CC=CC=C12)=O)[C@H](C)NC1=NC=CC(=N1)N1C=NC2=C1C=CC=C2 ((S,S)-2-[1-(1-(ethoxycarbonylmethyl)-4-(N-naphth-1-yl-carbamoyl)piperazine-2-yl)ethylamino]-4-[benzimidazol-1-yl]pyrimidine). Isolated yield 28.5%. Reaction SMILES: [C:1]1([NH:11][C:12]([N:14]2[CH2:19][CH2:18][NH:17][C@H:16]([C@@H:20]([NH:22][C:23]3[N:28]=[C:27]([N:29]4[C:33]5[CH:34]=[CH:35][CH:36]=[CH:37][C:32]=5[N:31]=[CH:30]4)[CH:26]=[CH:25][N:24]=3)[CH3:21])[CH2:15]2)=[O:13])[C:10]2[C:5](=[CH:6][CH:7]=[CH:8][CH:9]=2)[CH:4]=[CH:3][CH:2]=1.C(=O)([O-])[O-].[K+].[K+].Br[CH2:45][C:46]([O:48][CH2:49][CH3:50])=[O:47]>CC(C)=O.O>[CH2:49]([O:48][C:46]([CH2:45][N:17]1[CH2:18][CH2:19][N:14]([C:12](=[O:13])[NH:11][C:1]2[C:10]3[C:5](=[CH:6][CH:7]=[CH:8][CH:9]=3)[CH:4]=[CH:3][CH:2]=2)[CH2:15][C@H:16]1[C@@H:20]([NH:22][C:23]1[N:28]=[C:27]([N:29]2[C:33]3[CH:34]=[CH:35][CH:36]=[CH:37][C:32]=3[N:31]=[CH:30]2)[CH:26]=[CH:25][N:24]=1)[CH3:21])=[O:47])[CH3:50] |f:1.2.3|. Reported procedure: To a solution of 2-[1-(4-(N-naphth-1-yl-carbamoyl)-piperazin-2-yl)ethylamino]-4-[benzimidazol-1-yl]pyrimidine (EXAMPLE 36, Step C; 26 mg) in 0.5 mL of acetone was added potassium carbonate (11 mg) and ethyl bromoacetate (13.2 mg). The solution was stirred for 48 hours at room temperature, then diluted with 0.5 mL of water and extracted with 3×0.5 mL of CH2Cl2. The combined organics were washed with 1 mL of brine, dried with Na2SO4, and concentrated. The residue was purified by preparative HPLC (... Reactants: CC#N, O=C1CCC(=O)N1Cl, CC(C)(C)C(=O)Nc1cc(Cl)ccn1. Product: CC(C)(C)C(=O)Nc1cc(Cl)c(Cl)cn1. As a reaction SMILES: [CH3:23][C:24]#[N:25].[Cl:1][N:2]1[C:3](=[O:4])[CH2:5][CH2:6][C:7]1=[O:8].[Cl:9][c:10]1[cH:11][c:12]([NH:16][C:17]([C:18]([CH3:19])([CH3:20])[CH3:21])=[O:22])[n:13][cH:14][cH:15]1>>[Cl:1][c:15]1[c:10]([Cl:9])[cH:11][c:12]([NH:16][C:17]([C:18]([CH3:19])([CH3:20])[CH3:21])=[O:22])[n:13][cH:14]1.